Task: describe an organic reaction: reactants, conditions, products, and yield. Dataset: the Open Reaction Database (ORD), a public repository of structured organic reaction records The product is [Zn].C(C1=CN=CC=C1)(=O)N (Zinc nicotinamide). Starting materials: C(C1=CN=CC=C1)(=O)N (nicotinamide), [Cl-].[Cl-].[Zn+2] (ZnCl2). Procedure: 4.89 g (0.04 mol) of nicotinamide is dissolved in 100 ml of ethanol, to which 2.73 g (0.02 mol) of ZnCl2 in 50 ml of ethanol is added and mixed. When stirred, white crystals immediately precipitate. The precipitate is filtered with a No. 5C filter paper, followed by washing with ethanol and then with diethyl ether. The washed product is allowed to stand for evaporating diethyl ether, and dried at 60° C. in an electric oven to obtain the desired compound. Reaction SMILES: [C:1]([NH2:9])(=[O:8])[C:2]1[CH:7]=[CH:6][CH:5]=[N:4][CH:3]=1.[Cl-].[Cl-].[Zn+2:12]>C(O)C>[Zn:12].[C:1]([NH2:9])(=[O:8])[C:2]1[CH:7]=[CH:6][CH:5]=[N:4][CH:3]=1 |f:1.2.3,5.6|. The solvent is C(C)O (ethanol), C(C)O (ethanol). The reactants are COc1ccc2c(c1)CCC(N)C2, CC(=O)Cl, CCN(C(C)C)C(C)C, ClCCl. The product is COc1ccc2c(c1)CCC(NC(C)=O)C2. RXN SMILES: [CH3:1][O:2][c:3]1[cH:4][c:5]2[c:10]([cH:11][cH:12]1)[CH2:9][CH:8]([NH2:13])[CH2:7][CH2:6]2.[CH3:23][C:24]([Cl:25])=[O:26].[CH:14]([N:15]([CH2:16][CH3:17])[CH:18]([CH3:19])[CH3:20])([CH3:21])[CH3:22].[Cl:27][CH2:28][Cl:29]>>[CH3:1][O:2][c:3]1[cH:4][c:5]2[c:10]([cH:11][cH:12]1)[CH2:9][CH:8]([NH:13][C:24]([CH3:23])=[O:26])[CH2:7][CH2:6]2. Starting materials: ClC1=C2N=CN(C2=NC=N1)[C@H]1[C@H](O)[C@H](O)[C@H](O1)CO (6-chloro-9-β-D-ribofuranosyl-9H-purine), C1(=CC=CC=C1)[Si](Cl)(C1=CC=CC=C1)C1=CC=CC=C1 (triphenylchlorosilane). The solvent is N1=CC=CC=C1 (pyridine). Conditions: time 1 hour. The product is N1=CN=C2NC=NC2=C1 (9H-purine). As a reaction SMILES: Cl[C:2]1[N:10]=[CH:9][N:8]=[C:7]2[C:3]=1[N:4]=[CH:5][N:6]2[C@@H]1O[C@H](CO)[C@@H](O)[C@H]1O.C1([Si](C2C=CC=CC=2)(C2C=CC=CC=2)Cl)C=CC=CC=1>N1C=CC=CC=1>[N:10]1[CH:2]=[C:3]2[C:7]([NH:6][CH:5]=[N:4]2)=[N:8][CH:9]=1. Procedure: 14.3 g of 6-chloro-9-β-D-ribofuranosyl-9H-purine and 15 g of triphenylchlorosilane were dissolved in 500 ml of pyridine and stirred for one hour at room temperature. Pyridine was distilled away and the residue was dissolved in benzene. The benzene layer was washed with 1N HCl and brine, and then dried over sodium sulfate anhydride. The solvent was distilled off and the residue was recrystallized from a mixture of hexane and ethyl acetate to give 21.5 g of 6-chloro-9-15-O-triphenylsilyl-β-D-ribof...